From a dataset of the Open Reaction Database (ORD), a public repository of structured organic reaction records. describe an organic reaction: reactants, conditions, products, and yield Starting materials: PdCl2dppf, C([O-])(O)=O.[Na+] (sodium bicarbonate), BrC1=CC=C(C=C1)[C@@H](C(F)F)N[C@@H](CC(C)C)C(=O)NC1(CC1)C#N (N2-[(1S)-1-(4-bromophenyl)-2,2-difluoroethyl]-N-(1-cyanocyclopropyl)-L-leucinamide), CSC1=CC=C(C=C1)B(O)O (4-(methylthio)phenylboronic acid), C(=O)([O-])[O-].[Na+].[Na+] (Na2CO3). Solvent: C(C)(=O)OCC (ethyl acetate), CN(C)C=O (DMF). Reaction conditions: temperature 80 celsius, time 4 hour. The product is C(#N)C1(CC1)NC([C@@H](N[C@H](C(F)F)C1=CC=C(C=C1)C1=CC=C(C=C1)SC)CC(C)C)=O (N1-(1-cyanocyclopropyl)-N2-{(1S)-2,2-difluoro-1-[4′-(methylthio)-1,1′-biphenyl-4-yl]ethyl}-L-leucinamide). Reaction SMILES: Br[C:2]1[CH:7]=[CH:6][C:5]([C@H:8]([NH:12][C@H:13]([C:18]([NH:20][C:21]2([C:24]#[N:25])[CH2:23][CH2:22]2)=[O:19])[CH2:14][CH:15]([CH3:17])[CH3:16])[CH:9]([F:11])[F:10])=[CH:4][CH:3]=1.[CH3:26][S:27][C:28]1[CH:33]=[CH:32][C:31](B(O)O)=[CH:30][CH:29]=1.C([O-])([O-])=O.[Na+].[Na+].C(=O)(O)[O-].[Na+]>C(OCC)(=O)C.CN(C=O)C>[C:24]([C:21]1([NH:20][C:18](=[O:19])[C@H:13]([CH2:14][CH:15]([CH3:17])[CH3:16])[NH:12][C@@H:8]([C:5]2[CH:6]=[CH:7][C:2]([C:31]3[CH:32]=[CH:33][C:28]([S:27][CH3:26])=[CH:29][CH:30]=3)=[CH:3][CH:4]=2)[CH:9]([F:11])[F:10])[CH2:23][CH2:22]1)#[N:25] |f:2.3.4,5.6|. Reported procedure: A stream of nitrogen was passed through a suspension of the aryl bromide from Step 5 (65 mg), 4-(methylthio)phenylboronic acid (40 mg), 2 M Na2CO3 (0.22 mL) and DMF (1.0 mL) for 5 minutes. PdCl2dppf was then added and the reaction was warmed to 80° C. and stirred under nitrogen for 4 hours. The mixture was cooled to room temperature, diluted with ethyl acetate (20 mL) and poured into a saturated solution of sodium bicarbonate. The ethyl acetate layer was separated and the aqueous further extract...